Dataset: the Open Reaction Database (ORD), a public repository of structured organic reaction records. Task: describe an organic reaction: reactants, conditions, products, and yield The reactants are CC1=CC(=C(C=2NC3=CC=CC=C3C12)SC)CC(=O)OC(C)(C)C (tert-butyl (4-methyl-1-methylthiocarbazol-2-yl)acetate), ClC=1C=C(CCl)C=CC1Cl (3,4-dichlorobenzyl chloride). The product is ClC=1C=C(CN2C3=CC=CC=C3C=3C(=CC(=C(C23)SC)CC(=O)OC(C)(C)C)C)C=CC1Cl (tert-Butyl [9-(3,4-Dichlorobenzyl)-4-methyl-1-methylthiocarbazol-2-yl]acetate). Isolated yield 82.0%. Reaction SMILES: [CH3:1][C:2]1[C:14]2[C:13]3[C:8](=[CH:9][CH:10]=[CH:11][CH:12]=3)[NH:7][C:6]=2[C:5]([S:15][CH3:16])=[C:4]([CH2:17][C:18]([O:20][C:21]([CH3:24])([CH3:23])[CH3:22])=[O:19])[CH:3]=1.[Cl:25][C:26]1[CH:27]=[C:28]([CH:31]=[CH:32][C:33]=1[Cl:34])[CH2:29]Cl>>[Cl:25][C:26]1[CH:27]=[C:28]([CH:31]=[CH:32][C:33]=1[Cl:34])[CH2:29][N:7]1[C:6]2[C:5]([S:15][CH3:16])=[C:4]([CH2:17][C:18]([O:20][C:21]([CH3:24])([CH3:23])[CH3:22])=[O:19])[CH:3]=[C:2]([CH3:1])[C:14]=2[C:13]2[C:8]1=[CH:9][CH:10]=[CH:11][CH:12]=2. Reported procedure: Following a procedure and using relative proportions of starting materials similar to those described in Example 4, but using tert-butyl (4-methyl-1-methylthiocarbazol-2-yl)acetate and 3,4-dichlorobenzyl chloride as starting materials, the title compound was obtained in a yield of 82% as an oil. The reactants are COC1=NC(=CC=C1)N (methoxypyridin-6-amine), S(=O)(Cl)Cl (thionyl chloride), OC1=C(C(=O)O)C=CC=C1C (2-hydroxy-3-methylbenzoic acid), [OH-].[Na+] (sodium hydroxide), OC1=C(C=O)C=CC=C1 (2-hydroxybenzaldehyde). Run in C(C)(=O)OCC (ethyl acetate), N1=CC=CC=C1 (pyridine). Conditions: temperature 90 celsius, time 30 minute. Product: OC1=C(C(=O)NC2=NC(=CC=C2)OC)C=CC=C1C (2-Hydroxy-N-(6-methoxypyridin-2-yl)-3-methylbenzamide). Reaction SMILES: S(Cl)(Cl)=O.[OH:5][C:6]1[C:14]([CH3:15])=[CH:13][CH:12]=[CH:11][C:7]=1[C:8]([OH:10])=O.OC1C=CC=CC=1C=O.[CH3:25][O:26][C:27]1[CH:32]=[CH:31][CH:30]=[C:29]([NH2:33])[N:28]=1.[OH-].[Na+]>N1C=CC=CC=1.C(OCC)(=O)C>[OH:5][C:6]1[C:14]([CH3:15])=[CH:13][CH:12]=[CH:11][C:7]=1[C:8]([NH:33][C:29]1[CH:30]=[CH:31][CH:32]=[C:27]([O:26][CH3:25])[N:28]=1)=[O:10] |f:4.5|. Procedure: 10 ml of thionyl chloride are added to 1.47 g (16.11 mmol) of 2-hydroxy-3-methylbenzoic acid and the reaction mixture is heated at 90° C. for 2 h. The reaction medium is concentrated to dryness by azeotroping with toluene. The residue is then put into solution in 10 ml of pyridine, to which 600 mg (4.83 mmol, 1 eq) of 2 methoxypyridin-6-amine are added dropwise, and the reaction medium is left stirring at room temperature for 1 h 30 mins. 30 ml of 1M sodium hydroxide (19.34 mmol, 4 eq) are added... The reactants are CCOC(=O)Cn1c(-c2ccc(C(F)(F)F)cc2)nc2cccnc21, CCO, [K+], [OH-], O. Yields the product O=C(O)Cn1c(-c2ccc(C(F)(F)F)cc2)nc2cccnc21. RXN SMILES: [CH2:1]([CH3:2])[O:3][C:4]([CH2:5][n:6]1[c:7](-[c:15]2[cH:16][cH:17][c:18]([C:21]([F:22])([F:23])[F:24])[cH:19][cH:20]2)[n:8][c:9]2[c:10]1[n:11][cH:12][cH:13][cH:14]2)=[O:25].[CH3:28][CH2:29][OH:30].[K+:27].[OH-:26].[OH2:31]>>[O:3]=[C:4]([CH2:5][n:6]1[c:7](-[c:15]2[cH:16][cH:17][c:18]([C:21]([F:22])([F:23])[F:24])[cH:19][cH:20]2)[n:8][c:9]2[c:10]1[n:11][cH:12][cH:13][cH:14]2)[OH:25]. Product: C(C)(C)(C)C1=CC(=C(C=N1)C=1N([C@]([C@](N1)(C)C1=CC=C(C=C1)Cl)(C)C1=CC=C(C=C1)Cl)C(=O)N1CCN(CC1)CCS(=O)(=O)C)OCC ([(4S,5R)-2-(6-tert-Butyl-4-ethoxy-pyridin-3-yl)-4,5-bis-(4-chloro-phenyl)-4,5-dimethyl-4,5-dihydro-imidazol-1-yl]-[4-(2-methanesulfonyl-ethyl)-piperazin-1-yl]-methanone). Reaction SMILES: [C:1]([C:5]1[N:10]=[CH:9][C:8]([C:11]2[N:12]([C:32](Cl)=[O:33])[C@@:13]([C:25]3[CH:30]=[CH:29][C:28]([Cl:31])=[CH:27][CH:26]=3)([CH3:24])[C@@:14]([C:17]3[CH:22]=[CH:21][C:20]([Cl:23])=[CH:19][CH:18]=3)([CH3:16])[N:15]=2)=[C:7]([O:35][CH2:36][CH3:37])[CH:6]=1)([CH3:4])([CH3:3])[CH3:2].[CH3:38][S:39]([CH2:42][CH2:43][N:44]1[CH2:49][CH2:48][NH:47][CH2:46][CH2:45]1)(=[O:41])=[O:40]>>[C:1]([C:5]1[N:10]=[CH:9][C:8]([C:11]2[N:12]([C:32]([N:47]3[CH2:46][CH2:45][N:44]([CH2:43][CH2:42][S:39]([CH3:38])(=[O:40])=[O:41])[CH2:49][CH2:48]3)=[O:33])[C@@:13]([C:25]3[CH:30]=[CH:29][C:28]([Cl:31])=[CH:27][CH:26]=3)([CH3:24])[C@@:14]([C:17]3[CH:18]=[CH:19][C:20]([Cl:23])=[CH:21][CH:22]=3)([CH3:16])[N:15]=2)=[C:7]([O:35][CH2:36][CH3:37])[CH:6]=1)([CH3:4])([CH3:2])[CH3:3]. Reported procedure: In a manner analogous to the method described in examples 8, (4S,5R)-2-(6-tert-butyl-4-ethoxy-pyridin-3-yl)-4,5-bis-(4-chloro-phenyl)-4,5-dimethyl-4,5-dihydro-imidazole-1-carbonyl chloride (example 51) was coupled with 1-(2-methanesulfonyl-ethyl)-piperazine (prepared as described in Fotouhi, N. et al. WO 2005110996) to give the title compound. HR-MS (ES, m/z) calculated for C36H46Cl2N5O4S [(M+H)+] 714.2642, observed 714.2641. Starting materials: C(C)(C)(C)C1=CC(=C(C=N1)C=1N([C@]([C@](N1)(C)C1=CC=C(C=C1)Cl)(C)C1=CC=C(C=C1)Cl)C(=O)Cl)OCC ((4S,5R)-2-(6-tert-butyl-4-ethoxy-pyridin-3-yl)-4,5-bis-(4-chloro-phenyl)-4,5-dimethyl-4,5-dihydro-imidazole-1-carbonyl chloride), CS(=O)(=O)CCN1CCNCC1 (1-(2-methanesulfonyl-ethyl)-piperazine). Starting materials: [Na+].[Cl-] (NaCl), Cl.Cl.N1CCC(CC1)ON (4-piperidyloxyamine dihydrochloride), Na2HPO4.12H2O, C[C@@]12C(CC[C@H]1[C@@H]1CC(C3CC(CC[C@]3(C)[C@H]1CC2)=O)=O)=O (androstane-3,6,17-trione). Solvent: O (water), C1CCOC1 (THF). Conditions: time 2 hour. Product: Cl.N1CCC(CC1)ON=C1CC2C(C[C@H]3[C@@H]4CCC([C@@]4(C)CC[C@@H]3[C@]2(CC1)C)=O)=O (3-(4-Piperidyl)oxyiminoandrostane-6,17-dione hydrochloride). Reaction SMILES: [ClH:1].Cl.[NH:3]1[CH2:8][CH2:7][CH:6]([O:9][NH2:10])[CH2:5][CH2:4]1.[CH3:11][C@:12]12[CH2:29][CH2:28][C@H:27]3[C@@H:17]([CH2:18][C:19](=[O:31])[CH:20]4[C@:25]3([CH3:26])[CH2:24][CH2:23][C:22](=O)[CH2:21]4)[C@@H:16]1[CH2:15][CH2:14][C:13]2=[O:32].[Na+].[Cl-]>O.C1COCC1>[ClH:1].[NH:3]1[CH2:8][CH2:7][CH:6]([O:9][N:10]=[C:22]2[CH2:23][CH2:24][C@@:25]3([CH3:26])[CH:20]([C:19](=[O:31])[CH2:18][C@@H:17]4[C@@H:27]3[CH2:28][CH2:29][C@@:12]3([CH3:11])[C@H:16]4[CH2:15][CH2:14][C:13]3=[O:32])[CH2:21]2)[CH2:5][CH2:4]1 |f:0.1.2,4.5,8.9|. Procedure: To a solution of 4-piperidyloxyamine dihydrochloride (III-a, Prepn. 1, 100 mg) and Na2HPO4.12H2O (380 mg) in water (1.6 mL), a solution of androstane-3,6,17-trione (160 mg) in THF (3.2 mL) was added. After 2 hours at room temperature, NaCl (150 mg) was added and stirred for 15 min. The mixture was extracted with THF (2×2 mL) and the combined organic phases were washed with brine (3×3 mL), dried over Na2SO4 and evaporated to dryness. The residue was purified by flash chromatography (SiO2, CH2Cl2:...